From a dataset of the Open Reaction Database (ORD), a public repository of structured organic reaction records. describe an organic reaction: reactants, conditions, products, and yield Reactants: ClC(Cl)Cl, CC(CO)N1C(=O)N(c2ccc(Cl)cc2)CC1C, O=S(Cl)Cl. Product: CC(CCl)N1C(=O)N(c2ccc(Cl)cc2)CC1C. Reaction SMILES: [CH:23]([Cl:24])([Cl:25])[Cl:26].[Cl:1][c:2]1[cH:3][cH:4][c:5]([N:8]2[C:9](=[O:18])[N:10]([CH:14]([CH3:15])[CH2:16][OH:17])[CH:11]([CH3:13])[CH2:12]2)[cH:6][cH:7]1.[S:19]([Cl:20])([Cl:21])=[O:22]>>[Cl:1][c:2]1[cH:3][cH:4][c:5]([N:8]2[C:9](=[O:18])[N:10]([CH:14]([CH3:15])[CH2:16][Cl:21])[CH:11]([CH3:13])[CH2:12]2)[cH:6][cH:7]1. Reactants: N1C=NC=C1 (imidazole), C([O-])([O-])=O.[K+].[K+] (potassium carbonate), BrC(CC)C1=CC=C(C=N1)C1=CC=C(C(=O)N)C=C1 (4-(6-(1-bromopropyl)pyridin-3-yl)benzamide). Procedure: To a solution of imidazole (0.077 g, 1.12 mmol), in DMF (15 mL) was added potassium carbonate (0.26 g, 1.87 mmol) and 4-(6-(1-bromopropyl)pyridin-3-yl)benzamide under nitrogen and the solution was heated to 55-60° C. for 6 h. The contents were cooled to rt, diluted with water (100 mL), extracted with ethyl acetate (2×100 mL), the layers separated, the organic layer washed with brine solution (2×30 mL), the organic layer dried over sodium sulphate and distilled off to get the crude product. The p... RXN SMILES: [NH:1]1[CH:5]=[CH:4][N:3]=[CH:2]1.C(=O)([O-])[O-].[K+].[K+].Br[CH:13]([C:16]1[N:21]=[CH:20][C:19]([C:22]2[CH:30]=[CH:29][C:25]([C:26]([NH2:28])=[O:27])=[CH:24][CH:23]=2)=[CH:18][CH:17]=1)[CH2:14][CH3:15]>CN(C=O)C.O>[N:1]1([CH:13]([C:16]2[N:21]=[CH:20][C:19]([C:22]3[CH:30]=[CH:29][C:25]([C:26]([NH2:28])=[O:27])=[CH:24][CH:23]=3)=[CH:18][CH:17]=2)[CH2:14][CH3:15])[CH:5]=[CH:4][N:3]=[CH:2]1 |f:1.2.3|. Solvent: CN(C)C=O (DMF), O (water). The product is N1(C=NC=C1)C(CC)C1=CC=C(C=N1)C1=CC=C(C(=O)N)C=C1 (4-(6-(1-(1H-imidazol-1-yl)propyl)pyridin-3-yl)benzamide). Isolated yield 13.0%. Conditions: temperature 57.5 celsius. RXN SMILES: [CH3:1][O:2][CH2:3][CH2:4]/[CH:5]=[CH:6]/[C:7]1[N:11]2[CH:12]=[CH:13][CH:14]=[CH:15][C:10]2=[N:9][C:8]=1[C:16]([O:18][CH2:19][CH3:20])=[O:17].C1(SC2C=CC=CC=2)C=CC=CC=1.[H][H]>C(OCC)(=O)C.[C].[Pd]>[CH3:1][O:2][CH2:3][CH2:4][CH2:5][CH2:6][C:7]1[N:11]2[CH:12]=[CH:13][CH:14]=[CH:15][C:10]2=[N:9][C:8]=1[C:16]([O:18][CH2:19][CH3:20])=[O:17] |f:4.5|. Isolated yield 48.7%. Starting materials: COCC/C=C/C1=C(N=C2N1C=CC=C2)C(=O)OCC (Ethyl 3-[(1E)-4-methoxybut-1-en-1-yl]imidazo[1,2-a]pyridine-2-carboxylate), C1(=CC=CC=C1)SC1=CC=CC=C1 (diphenyl sulfide), [H][H] (hydrogen). Conditions: time 2.5 hour. Yields the product COCCCCC1=C(N=C2N1C=CC=C2)C(=O)OCC (ethyl 3-(4-methoxybutyl)imidazo[1,2-a]pyridine-2-carboxylate). Reported procedure: Ethyl 3-[(1E)-4-methoxybut-1-en-1-yl]imidazo[1,2-a]pyridine-2-carboxylate (530 mg) and diphenyl sulfide (3.6 mg) were dissolved in ethyl acetate (13 ml), 10% palladium carbon (50% in water) (53 mg) was added and the mixture was stirred in a hydrogen stream at ambient temperature and normal pressure for 2.5 hr. The catalyst was filtered off, and the to filtrate was concentrated under reduced pressure. The residue was subjected to silica gel column chromatography, and a fraction eluted with ethyl ... The reagents and catalysts are [C].[Pd] (palladium carbon). Run in C(C)(=O)OCC (ethyl acetate).